From a dataset of the Open Reaction Database (ORD), a public repository of structured organic reaction records. describe an organic reaction: reactants, conditions, products, and yield The reactants are COc1cc(F)c(C(C)C)cc1-c1ccc(C(F)(F)F)cc1CO[Si](C)(C)C(C)(C)C, [Li]CCCC, C1CCOC1, COB(OC)OC, CC(=O)O, O, OO. Yields the product COc1c(-c2ccc(C(F)(F)F)cc2CO[Si](C)(C)C(C)(C)C)cc(C(C)C)c(F)c1O. RXN SMILES: [C:6]([CH3:7])([CH3:8])([CH3:9])[Si:10]([CH3:11])([CH3:12])[O:13][CH2:14][c:15]1[c:16](-[c:25]2[c:26]([O:35][CH3:36])[cH:27][c:28]([F:34])[c:29]([CH:31]([CH3:32])[CH3:33])[cH:30]2)[cH:17][cH:18][c:19]([C:21]([F:22])([F:23])[F:24])[cH:20]1.[CH2:1]([Li:2])[CH2:3][CH2:4][CH3:5].[CH2:50]1[O:51][CH2:52][CH2:53][CH2:54]1.[CH3:37][O:38][B:39]([O:40][CH3:41])[O:42][CH3:43].[CH3:44][C:45](=[O:46])[OH:47].[OH2:55].[OH:48][OH:49]>>[C:6]([CH3:7])([CH3:8])([CH3:9])[Si:10]([CH3:11])([CH3:12])[O:13][CH2:14][c:15]1[c:16](-[c:25]2[c:26]([O:35][CH3:36])[c:27]([OH:38])[c:28]([F:34])[c:29]([CH:31]([CH3:32])[CH3:33])[cH:30]2)[cH:17][cH:18][c:19]([C:21]([F:22])([F:23])[F:24])[cH:20]1. Starting materials: [OH-].[Na+] (sodium hydroxide), O1C=C(C2=C1C=CC=C2)CC(=O)N2CCC(CC2)C(=O)OCC (Ethyl 1-(Benzofuran-3-ylacety)-4-piperidinecarboxylate). Run in C(C)O (ethanol). Run at time 8 hour. Yields the product O1C=C(C2=C1C=CC=C2)CC(=O)N2CCC(CC2)C(=O)O (1-(Benzofuran-3-ylacetyl)-4-piperidinecarboxlic acid). As a reaction SMILES: [OH-].[Na+].[O:3]1[C:7]2[CH:8]=[CH:9][CH:10]=[CH:11][C:6]=2[C:5]([CH2:12][C:13]([N:15]2[CH2:20][CH2:19][CH:18]([C:21]([O:23]CC)=[O:22])[CH2:17][CH2:16]2)=[O:14])=[CH:4]1>C(O)C>[O:3]1[C:7]2[CH:8]=[CH:9][CH:10]=[CH:11][C:6]=2[C:5]([CH2:12][C:13]([N:15]2[CH2:20][CH2:19][CH:18]([C:21]([OH:23])=[O:22])[CH2:17][CH2:16]2)=[O:14])=[CH:4]1 |f:0.1|. Reported procedure: 200 ml of 1N sodium hydroxide solution are added to a solution of 42.1 g of the product obtained in Step A in 200 ml of ethanol. After 8 hours' stirring at room temperature, the ethanol is removed by evaporation, the mixture is washed with ether, and the aqueous phase is rendered acidic with 1N hydrochloric acid. After extraction with dichloromethane, decanting and drying, concentration under reduced pressure enables the expected product to be isolated.